From a dataset of the Open Reaction Database (ORD), a public repository of structured organic reaction records. describe an organic reaction: reactants, conditions, products, and yield Reactants: CCO, ClCc1cccc(Oc2ccccc2)c1, S=C1NC(c2ccccc2)C(c2ccccc2)N1. The product is Cl, c1ccc(Oc2cccc(CSC3=NC(c4ccccc4)C(c4ccccc4)N3)c2)cc1. As a reaction SMILES: [CH3:34][CH2:35][OH:36].[O:19]([c:20]1[cH:21][cH:22][cH:23][cH:24][cH:25]1)[c:26]1[cH:27][c:28]([CH2:29][Cl:30])[cH:31][cH:32][cH:33]1.[c:1]1([CH:7]2[NH:8][C:9](=[S:18])[NH:10][CH:11]2[c:12]2[cH:13][cH:14][cH:15][cH:16][cH:17]2)[cH:2][cH:3][cH:4][cH:5][cH:6]1>>[ClH:30].[c:1]1([CH:7]2[NH:8][C:9]([S:18][CH2:29][c:28]3[cH:27][c:26]([O:19][c:20]4[cH:21][cH:22][cH:23][cH:24][cH:25]4)[cH:33][cH:32][cH:31]3)=[N:10][CH:11]2[c:12]2[cH:13][cH:14][cH:15][cH:16][cH:17]2)[cH:2][cH:3][cH:4][cH:5][cH:6]1. Starting materials: [BH4-], CCCCOc1cc(C(=O)OC)ccc1I, [Cl-], Cl, [Li+], [NH4+], C1CCOC1. Product: CCCCOc1cc(CO)ccc1I. Reaction SMILES: [BH4-:1].[CH2:3]([CH2:4][CH2:5][CH3:6])[O:7][c:8]1[cH:9][c:10]([C:11](=[O:12])[O:13][CH3:14])[cH:15][cH:16][c:17]1[I:18].[Cl-:19].[ClH:21].[Li+:2].[NH4+:20].[O:22]1[CH2:23][CH2:24][CH2:25][CH2:26]1>>[CH2:3]([CH2:4][CH2:5][CH3:6])[O:7][c:8]1[cH:9][c:10]([CH2:11][OH:12])[cH:15][cH:16][c:17]1[I:18]. The reactants are OC(C(=O)OC(C)(C)C)N1C([C@H]([C@H]1SCC(=O)C1COCC1)NC(CC1=CC=CC=C1)=O)=O (t-Butyl (RS)-2-hydroxy-2-[(3R, 4R)-3-phenylacetamido-4-[(RS)-tetrahydrofuran-3-ylcarbonylmethylthio]azetidin-2-on-1-yl]acetate), S(=O)(Cl)Cl (thionyl chloride), N1=C(C=CC=C1C)C (2,6-lutidine), [Cl-] (chloride), C(CCC)P (n-butylphosphine). Run in C1CCOC1 (THF), O1CCOCC1 (dioxan). Product: C1(=CC=CC=C1)CC(=O)N[C@@H]1C(N([C@@H]1SCC(=O)C1COCC1)C(C(=O)OC(C)(C)C)=P(CCCC)(CCCC)CCCC)=O (t-Butyl 2-[(3R,4R)-3-Phenylacetamido-4-[(RS)-tetrahydrofuran-3-ylcarbonylmethylthio]azetidin-2-on-1-yl]-2-tri-n-butylphosphoranylideneacetate), foam. The yield is 40.0%. RXN SMILES: O[CH:2]([N:10]1[C@H:13]([S:14][CH2:15][C:16]([CH:18]2[CH2:22][CH2:21][O:20][CH2:19]2)=[O:17])[C@H:12]([NH:23][C:24](=[O:32])[CH2:25][C:26]2[CH:31]=[CH:30][CH:29]=[CH:28][CH:27]=2)[C:11]1=[O:33])[C:3]([O:5][C:6]([CH3:9])([CH3:8])[CH3:7])=[O:4].S(Cl)(Cl)=O.N1[C:43]([CH3:44])=[CH:42][CH:41]=CC=1C.[Cl-].[CH2:47]([PH2:51])[CH2:48][CH2:49][CH3:50]>C1COCC1.O1CCOCC1>[C:26]1([CH2:25][C:24]([NH:23][C@H:12]2[C@@H:13]([S:14][CH2:15][C:16]([CH:18]3[CH2:22][CH2:21][O:20][CH2:19]3)=[O:17])[N:10]([C:2](=[P:51]([CH2:41][CH2:42][CH2:43][CH3:44])([CH2:15][CH2:16][CH2:18][CH3:19])[CH2:47][CH2:48][CH2:49][CH3:50])[C:3]([O:5][C:6]([CH3:9])([CH3:8])[CH3:7])=[O:4])[C:11]2=[O:33])=[O:32])[CH:31]=[CH:30][CH:29]=[CH:28][CH:27]=1. Procedure: t-Butyl (RS)-2-hydroxy-2-[(3R, 4R)-3-phenylacetamido-4-[(RS)-tetrahydrofuran-3-ylcarbonylmethylthio]azetidin-2-on-1-yl]acetate (2.719g) in THF (20ml) was treated with thionyl chloride (1.01g, 0.615ml) and 2,6-lutidine (0.913g, 0.989ml) as described in Example 1(d). Following work-up the crude chloride in dioxan (30ml) was then treated with n-butylphosphine (2.53g, 3.11ml). After purification by flash chromatography with 50, 70% ethyl acetate/hexane then ethyl acetate the title compound was obtai... Reactants: OCc1cc(Cl)nc(Cl)c1, ClCCl, O=C(O)c1ccccc1[N+](=O)[O-], O=S(Cl)Cl, c1ccncc1. The product is O=C(Cl)c1ccccc1[N+](=O)[O-]. RXN SMILES: [Cl:1][c:2]1[cH:3][c:4]([CH2:5][OH:6])[cH:7][c:8]([Cl:9])[n:10]1.[Cl:33][CH2:34][Cl:35].[OH:17][C:18](=[O:19])[c:20]1[cH:21][cH:22][cH:23][cH:24][c:25]1[N+:26]([O-:27])=[O:28].[S:29]([Cl:30])([Cl:31])=[O:32].[cH:11]1[cH:12][cH:13][n:14][cH:15][cH:16]1>>[Cl:1][C:18](=[O:17])[c:20]1[cH:21][cH:22][cH:23][cH:24][c:25]1[N+:26]([O-:27])=[O:28]. Reactants: C(C)(C)(C)OC(C(C(=O)C)OC(C)=O)=O (Tert-butyl-2-acetoxy-acetoacetate), [H-].[Na+] (NaH), C(CCC)Br (butylbromide). Solvent: CN(C)C=O (DMF). Product: C(C)(C)(C)OC(C(CCCC)(C(C)=O)OC(C)=O)=O (2-acetoxy-2-acetyl-hexanoic-acid-tert-butylester). Isolated yield 75.4%. As a reaction SMILES: [C:1]([O:5][C:6](=[O:15])[CH:7]([O:11][C:12](=[O:14])[CH3:13])[C:8]([CH3:10])=[O:9])([CH3:4])([CH3:3])[CH3:2].[H-].[Na+].[CH2:18](Br)[CH2:19][CH2:20][CH3:21]>CN(C=O)C>[C:1]([O:5][C:6](=[O:15])[C:7]([O:11][C:12](=[O:14])[CH3:13])([C:8](=[O:9])[CH3:10])[CH2:18][CH2:19][CH2:20][CH3:21])([CH3:2])([CH3:3])[CH3:4] |f:1.2|. Reported procedure: According to the general alkylation method, tert-butyl-2-acetoxy-aceto-acetate (219a) (1.08 g, 5.00 mmol), NaH (156 mg, 6.5 mmol) and butylbromide (538 μL, 685 mg, 5.00 mmol) were reacted in DMF (10 mL) to give 2-acetoxy-2-acetyl-hexanoic-acid-tert-butylester (250i) (1026 mg, 3.77 mmol, 75%) as a slightly yellow oil. Then, 250i (731 mg, 2.68 mmol) and 51 mg (0.27 mmol) p-TsOH.H2O were stirred in 9.0 mL benzene according to decarboxylation method A. Kugelrohr distillation at 1.0 mbar and 60° C. g... Reactants: Cl (hydrochloric acid), COC(C1=CC(C(=O)OC)=CC(=C1)OCCC1=C(C=C(C=C1)Cl)Cl)=O (5-[2-(2,4-Dichloro-phenyl)-ethoxy]-isophthalic acid dimethyl ester), O.[OH-].[Li+] (lithium hydroxide monohydrate), O (water). Run in CO (MeOH). Conditions: temperature 50 celsius, time 2 hour. The product is ClC1=C(C=CC(=C1)Cl)CCOC=1C=C(C=C(C(=O)O)C1)C(=O)O (5-[2-(2,4-Dichloro-phenyl)-ethoxy]-isophthalic acid). As a reaction SMILES: C[O:2][C:3](=[O:25])[C:4]1[CH:13]=[C:12]([O:14][CH2:15][CH2:16][C:17]2[CH:22]=[CH:21][C:20]([Cl:23])=[CH:19][C:18]=2[Cl:24])[CH:11]=[C:6]([C:7]([O:9]C)=[O:8])[CH:5]=1.O.O.[OH-].[Li+].Cl>CO>[Cl:24][C:18]1[CH:19]=[C:20]([Cl:23])[CH:21]=[CH:22][C:17]=1[CH2:16][CH2:15][O:14][C:12]1[CH:11]=[C:6]([C:7]([OH:9])=[O:8])[CH:5]=[C:4]([CH:13]=1)[C:3]([OH:25])=[O:2] |f:2.3.4|. Reported procedure: 500 mg 5-[2-(2,4-Dichloro-phenyl)-ethoxy]-isophthalic acid dimethyl ester were dissolved in 50 ml of MeOH:water/3:1. Then 1 g of lithium hydroxide monohydrate was added the solution, and the reaction was stirred at RT for 16 h and 2 h at 50° C. The solution was cooled to RT and then acidified with half-concentrated hydrochloric acid. The suspension was concentrated under reduced pressure and then extracted with ethylacetate. The organic layer was dried over Na2SO4 and the solvent was removed und... Starting materials: N(=[N+]=[N-])CC1=CC=C(C=C1)CC(=O)O (p-azidomethylphenylacetic acid), acid chloride, S(=O)(Cl)Cl (thionyl chloride). Yields the product N(=[N+]=[N-])CC1=CC=C(C=C1)CC(=O)Cl (p-Azidomethylphenylacetyl chloride). As a reaction SMILES: [N:1]([CH2:4][C:5]1[CH:10]=[CH:9][C:8]([CH2:11][C:12]([OH:14])=O)=[CH:7][CH:6]=1)=[N+:2]=[N-:3].S(Cl)([Cl:17])=O>>[N:1]([CH2:4][C:5]1[CH:10]=[CH:9][C:8]([CH2:11][C:12]([Cl:17])=[O:14])=[CH:7][CH:6]=1)=[N+:2]=[N-:3]. Reported procedure: By stirring a mixture of the thus obtained p-azidomethylphenylacetic acid in thionyl chloride at room temperature for 20 hours the corresponding acid chloride is obtained after removal of the excess reagent under high vacuum at room temperature. Reactants: ClC1=NC2=CC=C(C=C2C=N1)OC (2-chloro-6-methoxyquinazoline), CC=1C=C(C(=O)OC)C=CC1B1OC(C(O1)(C)C)(C)C (methyl 3-methyl-4-(4,4,5,5-tetramethyl-1,3,2-dioxaborolan-2-yl)benzoate). The product is OC=1C=C2C=NC(=NC2=CC1)C1=C(C=C(C(=O)O)C=C1)C (4-(6-hydroxyquinazolin-2-yl)-3-methylbenzoic acid). As a reaction SMILES: Cl[C:2]1[N:11]=[CH:10][C:9]2[C:4](=[CH:5][CH:6]=[C:7]([O:12]C)[CH:8]=2)[N:3]=1.[CH3:14][C:15]1[CH:16]=[C:17]([CH:22]=[CH:23][C:24]=1B1OC(C)(C)C(C)(C)O1)[C:18]([O:20]C)=[O:19]>>[OH:12][C:7]1[CH:8]=[C:9]2[C:4](=[CH:5][CH:6]=1)[N:3]=[C:2]([C:24]1[CH:23]=[CH:22][C:17]([C:18]([OH:20])=[O:19])=[CH:16][C:15]=1[CH3:14])[N:11]=[CH:10]2. Reported procedure: Prepared according to Scheme 6, B conditions, starting from Intermediate 8 and methyl 3-methyl-4-(4,4,5,5-tetramethyl-1,3,2-dioxaborolan-2-yl)benzoate. 1H NMR (DMSO-d6 400 MHz): δ 9.54 (s, 1H), 8.00-7.86 (m, 4H), 7.60 (dd, J=8.8, 2.4 Hz, 1H), 7.36 (d, J=2.4 Hz, 1H), 2.59 (s, 3H). MS (ESI): m/z 280.9[M+H]+. The reactants are C(C1=CC=CC=C1)OC(CBr)=O (2-bromoacetic acid benzyl ester), C(C)(=O)O[C@H]1C(O)O[C@@H]([C@H]([C@@H]1OC(C)=O)OC(C)=O)COC(C)=O (2,3,4,6-tetra-O-acetyl-glucopyranose), COC(C)(C)C (MTB), C1CCC2=NCCCN2CC1 (DBU). Reagents/catalysts: [Cl-].C(CCC)[N+](CCCC)(CCCC)CCCC (tetrabutylammonium chloride). Run in O1CCCC1 (tetrahydrofuran), O1CCCC1 (tetrahydrofuran). Conditions: temperature 0 celsius. The product is C(C)(=O)O[C@H]1C(OCC(=O)O)O[C@@H]([C@H]([C@@H]1OC(C)=O)OC(C)=O)COC(C)=O (2,3,4,6-Tetra-O-acetyl-1-O-carboxymethyl-glucopyranose). As a reaction SMILES: [C:1]([O:4][C@@H:5]1[C@@H:11]([O:12][C:13](=[O:15])[CH3:14])[C@H:10]([O:16][C:17](=[O:19])[CH3:18])[C@@H:9]([CH2:20][O:21][C:22](=[O:24])[CH3:23])[O:8][CH:6]1[OH:7])(=[O:3])[CH3:2].C1CCN2C(=NCCC2)CC1.C([O:43][C:44](=[O:47])[CH2:45]Br)C1C=CC=CC=1.COC(C)(C)C>[Cl-].C([N+](CCCC)(CCCC)CCCC)CCC.O1CCCC1>[C:1]([O:4][C@@H:5]1[C@@H:11]([O:12][C:13](=[O:15])[CH3:14])[C@H:10]([O:16][C:17](=[O:19])[CH3:18])[C@@H:9]([CH2:20][O:21][C:22](=[O:24])[CH3:23])[O:8][CH:6]1[O:7][CH2:45][C:44]([OH:47])=[O:43])(=[O:3])[CH3:2] |f:4.5|. Reported procedure: A mixture that consists of 34.83 g (100 mmol) of 2,3,4,6-tetra-O-acetyl-glucopyranose, 1.39 g (5 mmol) of tetrabutylammonium chloride and 15.22 g (100 mmol) of DBU in 300 ml of tetrahydrofuran is cooled to 0° C. At 0° C., 34.36 g (150 mmol) of 2-bromoacetic acid benzyl ester, dissolved in 40 ml of tetrahydrofuran, is added in drops over 30 minutes while being stirred vigorously. It is stirred for three hours at 0° C. 300 ml of MTB (methyl-tert-butyl ether) is added, solid is filtered out, and th...